From a dataset of the Open Reaction Database (ORD), a public repository of structured organic reaction records. describe an organic reaction: reactants, conditions, products, and yield Reactants: COC(=O)c1ccc([N+](=O)[O-])cc1NC(C)=O, CO. Product: COC(=O)c1ccc(N)cc1NC(C)=O. RXN SMILES: [C:1]([CH3:2])(=[O:3])[NH:4][c:5]1[c:6]([C:7](=[O:8])[O:9][CH3:10])[cH:11][cH:12][c:13]([N+:15]([O-:16])=[O:17])[cH:14]1.[CH3:18][OH:19]>>[C:1]([CH3:2])(=[O:3])[NH:4][c:5]1[c:6]([C:7](=[O:8])[O:9][CH3:10])[cH:11][cH:12][c:13]([NH2:15])[cH:14]1. Reactants: CC[SiH](CC)CC, C=Cc1ccc(OC)c(OC)c1, CCOCC, c1ccccc1. The product is CCc1ccc(OC)c(OC)c1. Reaction SMILES: [CH2:13]([SiH:14]([CH2:15][CH3:16])[CH2:17][CH3:18])[CH3:19].[CH3:1][O:2][c:3]1[cH:4][c:5]([CH:6]=[CH2:7])[cH:8][cH:9][c:10]1[O:11][CH3:12].[CH3:20][CH2:21][O:22][CH2:23][CH3:24].[cH:25]1[cH:26][cH:27][cH:28][cH:29][cH:30]1>>[CH3:1][O:2][c:3]1[cH:4][c:5]([CH2:6][CH3:7])[cH:8][cH:9][c:10]1[O:11][CH3:12]. Starting materials: ClCCl, OCc1sc(-c2ccc(C(F)(F)F)cc2)nc1CN1CCC(C(F)(F)F)CC1. Product: O=Cc1sc(-c2ccc(C(F)(F)F)cc2)nc1CN1CCC(C(F)(F)F)CC1. RXN SMILES: [Cl:29][CH2:30][Cl:31].[F:1][C:2]([c:3]1[cH:4][cH:5][c:6](-[c:9]2[s:10][c:11]([CH2:25][OH:26])[c:12]([CH2:14][N:15]3[CH2:16][CH2:17][CH:18]([C:21]([F:22])([F:23])[F:24])[CH2:19][CH2:20]3)[n:13]2)[cH:7][cH:8]1)([F:27])[F:28]>>[F:1][C:2]([c:3]1[cH:4][cH:5][c:6](-[c:9]2[s:10][c:11]([CH:25]=[O:26])[c:12]([CH2:14][N:15]3[CH2:16][CH2:17][CH:18]([C:21]([F:22])([F:23])[F:24])[CH2:19][CH2:20]3)[n:13]2)[cH:7][cH:8]1)([F:27])[F:28].